This data is from the Open Reaction Database (ORD), a public repository of structured organic reaction records. The task is: describe an organic reaction: reactants, conditions, products, and yield The reactants are COC(C#CC1=CC=C(C=C1)F)=O ((4-fluoro-phenyl)-propynoic acid methyl ester), C(C)(C)(C)OC(=O)N1CCCC2=CC=C(N=C12)CCOC=1C=C2C=CNC2=CC1 (7-[2-(1H-Indol-5-yloxy)-ethyl]-3,4-dihydro-2H-[1,8]naphthyridine-1-carboxylic acid tert-butyl ester), C33H35FN3O5. Yields the product C(C)(C)(C)OC(=O)N1CCCC2=CC=C(N=C12)CCOC=1C=C2C=CN(C2=CC1)C(=CC(=O)OC)C1=CC=C(C=C1)F (7-(2-{1-[1-(4-Fluoro-phenyl)-2-methoxycarbonyl-vinyl]-1H-indol-5-yloxy}-ethyl)-3,4-dihydro-2H-[1,8]naphthyridine-1-carboxylic acid tert-butyl ester). Yield: 73.0%. RXN SMILES: [CH3:1][O:2][C:3](=[O:13])[C:4]#[C:5][C:6]1[CH:11]=[CH:10][C:9]([F:12])=[CH:8][CH:7]=1.[C:14]([O:18][C:19]([N:21]1[C:30]2[C:25](=[CH:26][CH:27]=[C:28]([CH2:31][CH2:32][O:33][C:34]3[CH:35]=[C:36]4[C:40](=[CH:41][CH:42]=3)[NH:39][CH:38]=[CH:37]4)[N:29]=2)[CH2:24][CH2:23][CH2:22]1)=[O:20])([CH3:17])([CH3:16])[CH3:15]>>[C:14]([O:18][C:19]([N:21]1[C:30]2[C:25](=[CH:26][CH:27]=[C:28]([CH2:31][CH2:32][O:33][C:34]3[CH:35]=[C:36]4[C:40](=[CH:41][CH:42]=3)[N:39]([C:5]([C:6]3[CH:11]=[CH:10][C:9]([F:12])=[CH:8][CH:7]=3)=[CH:4][C:3]([O:2][CH3:1])=[O:13])[CH:38]=[CH:37]4)[N:29]=2)[CH2:24][CH2:23][CH2:22]1)=[O:20])([CH3:17])([CH3:15])[CH3:16]. Reported procedure: The title compound was synthesized from (4-fluoro-phenyl)-propynoic acid methyl ester and 7-[2-(1H-Indol-5-yloxy)-ethyl]-3,4-dihydro-2H-[1,8]naphthyridine-1-carboxylic acid tert-butyl ester using the procedure described in Example 17, step (a), in 73% yield as an E/Z isomeric mixture. 1H NMR (CDCl3) [E/Z mixture] δ 7.43 (m, 1H), 7.30 (m, 2H), 7.00-7.20 (m, 3), 6.94 (m, 1H), 6.50-6.90 (m, 3H), 6.12 (s, 1H), 4.36 (m, 2H), 3.75 (m, 2H), 3.7 and 3.6 (s, 3H), 3.20 (m, 2H), 2.75 (m, 2H), 1.90 (m, 2H),... Yields the product Cc1nc2ccc(C(=O)O)cc2n1Cc1ccc(Cl)cc1Cl. Starting materials: CCO, CCOC(=O)c1ccc2nc(C)n(Cc3ccc(Cl)cc3Cl)c2c1, Cl, [Na+], [OH-]. As a reaction SMILES: [CH3:28][CH2:29][OH:30].[Cl:3][c:4]1[c:5]([CH2:6][n:7]2[c:8]([CH3:21])[n:9][c:10]3[c:11]2[cH:12][c:13]([C:16](=[O:17])[O:18][CH2:19][CH3:20])[cH:14][cH:15]3)[cH:22][cH:23][c:24]([Cl:26])[cH:25]1.[ClH:27].[Na+:2].[OH-:1]>>[Cl:3][c:4]1[c:5]([CH2:6][n:7]2[c:8]([CH3:21])[n:9][c:10]3[c:11]2[cH:12][c:13]([C:16](=[O:17])[OH:18])[cH:14][cH:15]3)[cH:22][cH:23][c:24]([Cl:26])[cH:25]1. Reactants: zeolite, FC(C=1C=C(C(=O)F)C=C(C1)C(F)(F)F)(F)F (3,5-bis(trifluoromethyl)benzoyl fluoride), [Cl-].[Al+3].[Cl-].[Cl-] (aluminum chloride), [Si](Cl)(Cl)(Cl)Cl (silicon tetrachloride). Run at temperature 40 celsius. Product: FC(C=1C=C(C(=O)Cl)C=C(C1)C(F)(F)F)(F)F (3,5-Bis(trifluoromethyl)benzoyl chloride). Reaction SMILES: [F:1][C:2]([F:17])([F:16])[C:3]1[CH:4]=[C:5]([CH:9]=[C:10]([C:12]([F:15])([F:14])[F:13])[CH:11]=1)[C:6](F)=[O:7].[Cl-].[Al+3].[Cl-].[Cl-].[Si](Cl)(Cl)(Cl)[Cl:23]>>[F:1][C:2]([F:17])([F:16])[C:3]1[CH:4]=[C:5]([CH:9]=[C:10]([C:12]([F:15])([F:14])[F:13])[CH:11]=1)[C:6]([Cl:23])=[O:7] |f:1.2.3.4|. Procedure details: 1040 g of 3,5-bis(trifluoromethyl)benzoyl fluoride and 24 g of aluminum chloride were initially introduced and heated to 40° C. With stirring, 224 g of silicon tetrachloride were added dropwise over 3 hours, where the temperature was controlled and did not exceed 45° C. The mixture was then stirred until the evolution of gas had stopped (2 hours). 30 g of zeolite X133 were then added, and the mixture was filtered. This gave 1000 g of a cloudy filtrate, which was admixed with 5 g of triphenylphos...